Dataset: the Open Reaction Database (ORD), a public repository of structured organic reaction records. Task: describe an organic reaction: reactants, conditions, products, and yield Starting materials: N#Cc1ccc(-c2ccc(-c3ccn(C(CC(=O)OCc4ccccc4)C(=O)NC(CO)Cc4ccccc4)c3)cc2)cc1, CCOC(C)=O, CO. Yields the product N#Cc1ccc(-c2ccc(-c3ccn(C(CC(=O)O)C(=O)NC(CO)Cc4ccccc4)c3)cc2)cc1. RXN SMILES: [CH2:1]([c:2]1[cH:3][cH:4][cH:5][cH:6][cH:7]1)[O:8][C:9]([CH2:10][CH:11]([C:12](=[O:13])[NH:14][CH:15]([CH2:16][OH:17])[CH2:18][c:19]1[cH:20][cH:21][cH:22][cH:23][cH:24]1)[n:25]1[cH:26][c:27](-[c:30]2[cH:31][cH:32][c:33](-[c:36]3[cH:37][cH:38][c:39]([C:42]#[N:43])[cH:40][cH:41]3)[cH:34][cH:35]2)[cH:28][cH:29]1)=[O:44].[CH3:45][CH2:46][O:47][C:48]([CH3:49])=[O:50].[CH3:51][OH:52]>>[O:8]=[C:9]([CH2:10][CH:11]([C:12](=[O:13])[NH:14][CH:15]([CH2:16][OH:17])[CH2:18][c:19]1[cH:20][cH:21][cH:22][cH:23][cH:24]1)[n:25]1[cH:26][c:27](-[c:30]2[cH:31][cH:32][c:33](-[c:36]3[cH:37][cH:38][c:39]([C:42]#[N:43])[cH:40][cH:41]3)[cH:34][cH:35]2)[cH:28][cH:29]1)[OH:44]. Product: COC=1C=CC=C2C(=C(C=NC12)C(=O)OCC)NC1=CSC=C1C (Ethyl 8-methoxy-4-(4-methyl-3-thienylamino)quinoline 3-carboxylate). Reactants: C([O-])([O-])=O.[Na+].[Na+] (sodium carbonate), [Na] (sodium), NC1=C(SC=C1C)C(=O)O (3-amino-4-methylthiophene-2-carboxylic acid), COC=1C=CC=C2C(=C(C=NC12)C(=O)OCC)Cl (ethyl 8-methoxy-4-chloroquinoline-3-carboxylate). Procedure details: The sodium salt of 3-amino-4-methylthiophene-2-carboxylic acid (7.2 g, 0.04 mol) and ethyl 8-methoxy-4-chloroquinoline-3-carboxylate (5.39 g, 0.02 mol) in toluene (75 ml), ethanol (55 ml) and glacial acetic acid (10 ml) were stirred at room temperature for five days. The solvents were removed by evaporation at reduced pressure to give a dark-green slurry. 10% aqueous sodium carbonate was added and the insoluble solid filtered off, washed well with water and dried. This material was crystallised ... The yield is 31.4%. RXN SMILES: [Na].[NH2:2][C:3]1[C:7]([CH3:8])=[CH:6][S:5][C:4]=1C(O)=O.[CH3:12][O:13][C:14]1[CH:15]=[CH:16][CH:17]=[C:18]2[C:23]=1[N:22]=[CH:21][C:20]([C:24]([O:26][CH2:27][CH3:28])=[O:25])=[C:19]2Cl.C(=O)([O-])[O-].[Na+].[Na+]>C1(C)C=CC=CC=1.C(O)C.C(O)(=O)C>[CH3:12][O:13][C:14]1[CH:15]=[CH:16][CH:17]=[C:18]2[C:23]=1[N:22]=[CH:21][C:20]([C:24]([O:26][CH2:27][CH3:28])=[O:25])=[C:19]2[NH:2][C:3]1[C:7]([CH3:8])=[CH:6][S:5][CH:4]=1 |f:3.4.5,^1:0|. The solvent is C1(=CC=CC=C1)C (toluene), C(C)O (ethanol), C(C)(=O)O (acetic acid). The reactants are CC1=CC=C(C=C1)C1=C(C(=O)NC2=CC=C(C=C2)C(=O)N2CCC3=C(C4=C2C=CC=C4)NC(=N3)C)C=CC=C1 (2-(4-Methylphenyl)-4'-[(2-methyl-1,4,5,6-tetrahydroimidazo[4,5-d][1]benzazepin-6-yl)carbonyl]benzanilide), Cl.C(C)(=O)OCC (hydrochloric acid ethyl acetate). Run in C(C)O (ethyl alcohol). The product is Cl.CC1=CC=C(C=C1)C1=C(C(=O)NC2=CC=C(C=C2)C(=O)N2CCC3=C(C4=C2C=CC=C4)NC(=N3)C)C=CC=C1 (2-(4-methylphenyl)-4'-[(2-methyl-1,4,5,6-tetrahydroimidazo[4,5-d][1]benzazepin-6-yl)carbonyl]benzanilide hydrochloride). Reaction SMILES: [CH3:1][C:2]1[CH:7]=[CH:6][C:5]([C:8]2[CH:39]=[CH:38][CH:37]=[CH:36][C:9]=2[C:10]([NH:12][C:13]2[CH:18]=[CH:17][C:16]([C:19]([N:21]3[C:27]4[CH:28]=[CH:29][CH:30]=[CH:31][C:26]=4[C:25]4[NH:32][C:33]([CH3:35])=[N:34][C:24]=4[CH2:23][CH2:22]3)=[O:20])=[CH:15][CH:14]=2)=[O:11])=[CH:4][CH:3]=1.[ClH:40].C(OCC)(=O)C>C(O)C>[ClH:40].[CH3:1][C:2]1[CH:3]=[CH:4][C:5]([C:8]2[CH:39]=[CH:38][CH:37]=[CH:36][C:9]=2[C:10]([NH:12][C:13]2[CH:14]=[CH:15][C:16]([C:19]([N:21]3[C:27]4[CH:28]=[CH:29][CH:30]=[CH:31][C:26]=4[C:25]4[NH:32][C:33]([CH3:35])=[N:34][C:24]=4[CH2:23][CH2:22]3)=[O:20])=[CH:17][CH:18]=2)=[O:11])=[CH:6][CH:7]=1 |f:1.2,4.5|. Procedure: 2-(4-Methylphenyl)-4'-[(2-methyl-1,4,5,6-tetrahydroimidazo[4,5-d][1]benzazepin-6-yl)carbonyl]benzanilide was dissolved in 10 ml of ethyl alcohol, the resulting solution was mixed with 0.37 ml of 4N hydrochloric acid-ethyl acetate and cooled on an ice bath and then the thus precipitated crystals were collected by filtration and washed with a small volume of ethyl alcohol to obtain 500 mg of 2-(4-methylphenyl)-4'-[(2-methyl-1,4,5,6-tetrahydroimidazo[4,5-d][1]benzazepin-6-yl)carbonyl]benzanilide hy... Reactants: CC(C(=O)NC1=NC(=CC=C1)C(C)ON=C(C1=CC=CC=C1)C1=NN=NN1C)(C)C (2,2-dimethyl-N-{6-[1-({[(1-methyl-1H-tetrazol-5-yl)(phenyl)methylene]amino}oxy)ethyl]pyridin-2-yl}propanamide), [OH-].[K+] (potassium hydroxide). Run in C(C)O (ethanol). Product: CN1N=NN=C1C(C1=CC=CC=C1)=NOC(C)C1=CC=CC(=N1)N (6-[1-({[(1-methyl-1H-tetrazol-5-yl)(phenyl)methylene]amino}oxy)ethyl]pyridin-2-amine). Yield: 68.5%. As a reaction SMILES: CC(C)(C)C([NH:5][C:6]1[CH:11]=[CH:10][CH:9]=[C:8]([CH:12]([O:14][N:15]=[C:16]([C:23]2[N:27]([CH3:28])[N:26]=[N:25][N:24]=2)[C:17]2[CH:22]=[CH:21][CH:20]=[CH:19][CH:18]=2)[CH3:13])[N:7]=1)=O.[OH-].[K+]>C(O)C>[CH3:28][N:27]1[C:23]([C:16](=[N:15][O:14][CH:12]([C:8]2[N:7]=[C:6]([NH2:5])[CH:11]=[CH:10][CH:9]=2)[CH3:13])[C:17]2[CH:18]=[CH:19][CH:20]=[CH:21][CH:22]=2)=[N:24][N:25]=[N:26]1 |f:1.2|. Procedure details: To a stirred solution of 2,2-dimethyl-N-{6-[1-({[(1-methyl-1H-tetrazol-5-yl)(phenyl)methylene]amino}oxy)ethyl]pyridin-2-yl}propanamide (19.7 g, 48.3 mmol, 1 eq.) in 200 ml of ethanol, was added potassium hydroxide (88.4 g, 1.57 mol, 32.6 eq.). The reaction mixture was stirred and heated to reflux for 4 hrs. After evaporation of the solvent, The residue was taken up with water (300 ml) and extracted with EtOAc (100 ml). The aqueous layer was separated and extracted twice with EtOAc (100 ml). The ... The reactants are Nc1cc(Cl)c(Oc2nc3ccc(Cl)cc3s2)c(Cl)c1, O=S(=O)(Cl)c1ccc(OC(F)(F)F)cc1. The product is O=S(=O)(Nc1cc(Cl)c(Oc2nc3ccc(Cl)cc3s2)c(Cl)c1)c1ccc(OC(F)(F)F)cc1. RXN SMILES: [Cl:1][c:2]1[cH:3][c:4]([NH2:20])[cH:5][c:6]([Cl:19])[c:7]1[O:8][c:9]1[s:10][c:11]2[c:12]([n:13]1)[cH:14][cH:15][c:16]([Cl:18])[cH:17]2.[F:21][C:22]([O:23][c:24]1[cH:25][cH:26][c:27]([S:30](=[O:31])(=[O:32])[Cl:33])[cH:28][cH:29]1)([F:34])[F:35]>>[Cl:1][c:2]1[cH:3][c:4]([NH:20][S:30]([c:27]2[cH:26][cH:25][c:24]([O:23][C:22]([F:21])([F:34])[F:35])[cH:29][cH:28]2)(=[O:31])=[O:32])[cH:5][c:6]([Cl:19])[c:7]1[O:8][c:9]1[s:10][c:11]2[c:12]([n:13]1)[cH:14][cH:15][c:16]([Cl:18])[cH:17]2. Reactants: N[Al]CCl (amino(chloro)methylaluminum), FC(CCC=1N=C(N2C1N=CC=C2)C#N)(C(F)(F)F)F (8-(3,3,4,4,4-pentafluorobutyl)imidazo[1,5-A]pyrimidine-6-carbonitrile), CO (MeOH). The solvent is C1(=CC=CC=C1)C (toluene). Run at temperature 107 celsius, time 30 minute. Yields the product FC(CCC=1N=C(N2C1N=CC=C2)C(N)=N)(C(F)(F)F)F (8-(3,3,4,4,4-pentafluorobutyl)imidazo[1,5-A]pyrimidine-6-carboximidamide). As a reaction SMILES: [NH2:1][Al]CCl.[F:5][C:6]([F:24])([C:20]([F:23])([F:22])[F:21])[CH2:7][CH2:8][C:9]1[N:10]=[C:11]([C:18]#[N:19])[N:12]2[CH:17]=[CH:16][CH:15]=[N:14][C:13]=12.CO>C1(C)C=CC=CC=1>[F:24][C:6]([F:5])([C:20]([F:21])([F:23])[F:22])[CH2:7][CH2:8][C:9]1[N:10]=[C:11]([C:18](=[NH:1])[NH2:19])[N:12]2[CH:17]=[CH:16][CH:15]=[N:14][C:13]=12 |^1:1|. Procedure details: A solution of amino(chloro)methylaluminum (0.5 M in toluene, 18.13 mL, 9.06 mmol) was added quickly to a stirred solution of the intermediate from Step F (0.3006 g, 1.036 mmol) in toluene (12.63 mL) and the mixture was heated at 107° C. overnight. The reaction mixture was cooled to room temperature, MeOH was added and the mixture was stirred for 30 min. The reaction mixture was filtered through a plug of Celite™ (diatomaceous earth), washed through with 2M NH3 in MeOH and the filtrate was concen... Starting materials: CCO, Cl, [Fe], COC(C)=CC(=O)Nc1cccc([N+](=O)[O-])c1, O. Product: COC(C)=CC(=O)Nc1cccc(N)c1. Reaction SMILES: [CH3:18][CH2:19][OH:20].[ClH:21].[Fe:22].[N+:1]([O-:2])(=[O:3])[c:4]1[cH:5][c:6]([NH:7][C:8]([CH:9]=[C:10]([CH3:11])[O:12][CH3:13])=[O:14])[cH:15][cH:16][cH:17]1.[OH2:23]>>[NH2:1][c:4]1[cH:5][c:6]([NH:7][C:8]([CH:9]=[C:10]([CH3:11])[O:12][CH3:13])=[O:14])[cH:15][cH:16][cH:17]1. Starting materials: N1=CC=CC=2C(NC=CC12)=O (1,6-Naphthyridine-5(6H)-one), IC (iodomethane), CN(C=O)C (N,N-dimethylformamide), IC (iodomethane). Solvent: CC(=O)C (acetone). Conditions: temperature 25 celsius, time 19 hour. The product is [I-].C[N+]1=CC=CC=2C(NC=CC12)=O (5,6-Dihydro-1-methyl-5-oxo-1,6-naphthyridin-1-ium monoiodide). RXN SMILES: [N:1]1[C:10]2[CH:9]=[CH:8][NH:7][C:6](=[O:11])[C:5]=2[CH:4]=[CH:3][CH:2]=1.[I:12]C.[CH3:14]N(C)C=O>CC(C)=O>[I-:12].[CH3:14][N+:1]1[C:10]2[CH:9]=[CH:8][NH:7][C:6](=[O:11])[C:5]=2[CH:4]=[CH:3][CH:2]=1 |f:4.5|. Procedure details: A suspension of 5.85 g (40 mmol) of 1,6-naphthyridin-5(6H)-one (3), 10 mL of iodomethane, and 50 mL of anhydrous N,N-dimethylformamide is stirred at 25° C. for 19 hours. The suspension is treated with an additional 4 mL of iodomethane, stirred for 24 hours more, and poured slowly into 100 mL of stirring acetone. The solids are collected by filtration, washed with acetone, and dried to leave 10.54 g of pure product, mp 240°-244° C. The filtrate is concentrated in vacuo to give a solid residue tha... Reactants: O=c1ncc(Br)c[nH]1, CN(C)C(OCC(C)(C)C)OCC(C)(C)C, CCOC(C)=O, O=C(O)C(F)(F)F, CN(C)C=O, OCc1cccs1. Product: O=c1ncc(Br)cn1Cc1cccs1. Reaction SMILES: [Br:1][c:2]1[cH:3][n:4][c:5](=[O:8])[nH:6][cH:7]1.[CH2:16]([O:17][CH:18]([O:19][CH2:20][C:21]([CH3:22])([CH3:23])[CH3:24])[N:25]([CH3:26])[CH3:27])[C:28]([CH3:29])([CH3:30])[CH3:31].[CH3:44][CH2:45][O:46][C:47]([CH3:48])=[O:49].[F:32][C:33]([F:34])([F:35])[C:36]([OH:37])=[O:38].[O:39]=[CH:40][N:41]([CH3:42])[CH3:43].[OH:9][CH2:10][c:11]1[s:12][cH:13][cH:14][cH:15]1>>[Br:1][c:2]1[cH:3][n:4][c:5](=[O:8])[n:6]([CH2:10][c:11]2[s:12][cH:13][cH:14][cH:15]2)[cH:7]1.